From a dataset of the Open Reaction Database (ORD), a public repository of structured organic reaction records. describe an organic reaction: reactants, conditions, products, and yield The reactants are ClCCl, Cn1ccnc1, C, O, Cc1cc([N+](=O)[O-])c(NC(C)C(=O)N(C)O)c([N+](=O)[O-])c1, O=S(=O)(Cl)Cl. Yields the product Cc1cc([N+](=O)[O-])c(NC(C)C(=O)N(C)OS(C)(=O)=O)c([N+](=O)[O-])c1. As a reaction SMILES: [CH2:35]([Cl:36])[Cl:37].[CH3:28][n:29]1[cH:30][cH:31][n:32][cH:33]1.[CH4:27].[OH2:34].[OH:1][N:2]([C:3]([CH:4]([CH3:5])[NH:6][c:7]1[c:8]([N+:17](=[O:18])[O-:19])[cH:9][c:10]([CH3:16])[cH:11][c:12]1[N+:13](=[O:14])[O-:15])=[O:20])[CH3:21].[S:22](=[O:23])(=[O:24])([Cl:25])[Cl:26]>>[O:1]([N:2]([C:3]([CH:4]([CH3:5])[NH:6][c:7]1[c:8]([N+:17](=[O:18])[O-:19])[cH:9][c:10]([CH3:16])[cH:11][c:12]1[N+:13](=[O:14])[O-:15])=[O:20])[CH3:21])[S:22](=[O:23])(=[O:24])[CH3:28]. Starting materials: COc1ccc(-c2ccc3c(c2)NC(=O)C3)cc1, O=Cc1[nH]cc2c1CCOC2=O. The product is COc1ccc(-c2ccc3c(c2)NC(=O)C3=Cc2[nH]cc3c2CCOC3=O)cc1. As a reaction SMILES: [CH3:1][O:2][c:3]1[cH:4][cH:5][c:6](-[c:9]2[cH:10][cH:11][c:12]3[c:16]([cH:17]2)[NH:15][C:14](=[O:18])[CH2:13]3)[cH:7][cH:8]1.[O:19]=[C:20]1[O:21][CH2:22][CH2:23][c:24]2[c:25]1[cH:26][nH:27][c:28]2[CH:29]=[O:30]>>[CH3:1][O:2][c:3]1[cH:4][cH:5][c:6](-[c:9]2[cH:10][cH:11][c:12]3[c:16]([cH:17]2)[NH:15][C:14](=[O:18])[C:13]3=[CH:29][c:28]2[c:24]3[c:25]([cH:26][nH:27]2)[C:20](=[O:19])[O:21][CH2:22][CH2:23]3)[cH:7][cH:8]1. The product is O=C(O)Cc1c(C(=O)c2cc3c(cn2)CCCC3)[nH]c2cc(Cl)ccc12. The reactants are CO, COC(=O)Cc1c(C(=O)c2cc3c(cn2)CCCC3)[nH]c2cc(Cl)ccc12, [Na+], [OH-]. Reaction SMILES: [CH3:30][OH:31].[Cl:1][c:2]1[cH:3][cH:4][c:5]2[c:6]([CH2:23][C:24](=[O:25])[O:26][CH3:27])[c:7]([C:11](=[O:12])[c:13]3[n:14][cH:15][c:16]4[c:21]([cH:22]3)[CH2:20][CH2:19][CH2:18][CH2:17]4)[nH:8][c:9]2[cH:10]1.[Na+:29].[OH-:28]>>[Cl:1][c:2]1[cH:3][cH:4][c:5]2[c:6]([CH2:23][C:24](=[O:25])[OH:26])[c:7]([C:11](=[O:12])[c:13]3[n:14][cH:15][c:16]4[c:21]([cH:22]3)[CH2:20][CH2:19][CH2:18][CH2:17]4)[nH:8][c:9]2[cH:10]1. Starting materials: COC(=O)C(O)Cc1cc(C)c(OCc2ccccc2)c(Cl)c1, C1CCOC1, [Li+], O=C1Nc2ccccc2CCN1C1CCNCC1, [OH-], O. The product is COC(=O)C(Cc1cc(C)c(OCc2ccccc2)c(Cl)c1)OC(=O)N1CCC(N2CCc3ccccc3NC2=O)CC1. Reaction SMILES: [CH2:1]([c:2]1[cH:3][cH:4][cH:5][cH:6][cH:7]1)[O:8][c:9]1[c:10]([Cl:23])[cH:11][c:12]([CH2:16][CH:17]([C:18](=[O:19])[O:20][CH3:21])[OH:22])[cH:13][c:14]1[CH3:15].[CH2:44]1[CH2:46][CH2:45][CH2:47][O:48]1.[Li+:43].[NH:24]1[CH2:25][CH2:26][CH:27]([N:30]2[C:31](=[O:41])[NH:32][c:33]3[c:34]([cH:37][cH:38][cH:39][cH:40]3)[CH2:35][CH2:36]2)[CH2:28][CH2:29]1.[OH-:42].[OH2:49]>>[CH2:1]([c:2]1[cH:3][cH:4][cH:5][cH:6][cH:7]1)[O:8][c:9]1[c:10]([Cl:23])[cH:11][c:12]([CH2:16][CH:17]([C:18](=[O:19])[O:20][CH3:21])[O:22][C:47]([N:24]2[CH2:25][CH2:26][CH:27]([N:30]3[C:31](=[O:41])[NH:32][c:33]4[c:34]([cH:37][cH:38][cH:39][cH:40]4)[CH2:35][CH2:36]3)[CH2:28][CH2:29]2)=[O:48])[cH:13][c:14]1[CH3:15]. Starting materials: BrC=1C=C2CCC(C2=CC1)O (5-bromoindan-1-ol), S(=O)(Cl)Cl (thionyl chloride), C(O)([O-])=O.[Na+] (sodium hydrogen carbonate). Run in ClCCl (dichloromethane), ClCCl (dichloromethane). Reaction conditions: time 14 hour. The product is BrC=1C=C2CCC(C2=CC1)Cl (5-bromo-1-chloroindane). As a reaction SMILES: S(Cl)([Cl:3])=O.[Br:5][C:6]1[CH:7]=[C:8]2[C:12](=[CH:13][CH:14]=1)[CH:11](O)[CH2:10][CH2:9]2.C(=O)([O-])O.[Na+]>ClCCl>[Br:5][C:6]1[CH:7]=[C:8]2[C:12](=[CH:13][CH:14]=1)[CH:11]([Cl:3])[CH2:10][CH2:9]2 |f:2.3|. Reported procedure: 3.09 mL (37.45 mmol) of thionyl chloride, dissolved in cooled dichloromethane, are added dropwise at −10° C. to a solution of 3.8 g (17.83 mmol) of 5-bromoindan-1-ol in 200 mL dichloromethane. The reaction mixture is allowed to come up slowly to ambient temperature and stirred for 14 hours at ambient temperature. Then ice and 100 mL of dilute sodium hydrogen carbonate solution are added successively. The organic phase is extracted twice with 50 mL of water. The combined organic phases are dried ... The reactants are Clc1ccccc1CBr, O=C(O)CC1CCCc2c1[nH]c1c(F)cc(F)cc21, [H-], [Na+], CN(C)C=O, O. Product: O=C(O)CC1CCCc2c1n(Cc1ccccc1Cl)c1c(F)cc(F)cc21. Reaction SMILES: [Cl:27][c:28]1[c:29]([CH2:30][Br:31])[cH:32][cH:33][cH:34][cH:35]1.[F:1][c:2]1[cH:3][c:4]2[c:5]3[c:10]([nH:11][c:12]2[c:13]([F:15])[cH:14]1)[CH:9]([CH2:16][C:17](=[O:18])[OH:19])[CH2:8][CH2:7][CH2:6]3.[H-:25].[Na+:26].[O:20]=[CH:21][N:22]([CH3:23])[CH3:24].[OH2:36]>>[F:1][c:2]1[cH:3][c:4]2[c:5]3[c:10]([n:11]([CH2:30][c:29]4[c:28]([Cl:27])[cH:35][cH:34][cH:33][cH:32]4)[c:12]2[c:13]([F:15])[cH:14]1)[CH:9]([CH2:16][C:17](=[O:18])[OH:19])[CH2:8][CH2:7][CH2:6]3.